Dataset: the Open Reaction Database (ORD), a public repository of structured organic reaction records. Task: describe an organic reaction: reactants, conditions, products, and yield Reactants: CC(C)Cc1ccc(C(C)C(=O)O)cc1, CCN(Cc1cc(C(=O)OCCN(C)CCO)cc(Br)c1N)C1CCCCC1, c1c[n-]cn1. Yields the product CCN(Cc1cc(C(=O)OCCN(C)CCOC(=O)C(C)c2ccc(CC(C)C)cc2)cc(Br)c1N)C1CCCCC1. As a reaction SMILES: [CH3:6][CH:7]([C:8](=[O:9])[OH:10])[c:11]1[cH:12][cH:13][c:14]([CH2:17][CH:18]([CH3:19])[CH3:20])[cH:15][cH:16]1.[NH2:21][c:22]1[c:23]([Br:48])[cH:24][c:25]([C:26](=[O:27])[O:28][CH2:29][CH2:30][N:31]([CH2:32][CH2:33][OH:34])[CH3:35])[cH:36][c:37]1[CH2:38][N:39]([CH2:40][CH3:41])[CH:42]1[CH2:43][CH2:44][CH2:45][CH2:46][CH2:47]1.[n-:1]1[cH:2][cH:3][n:4][cH:5]1>>[CH3:6][CH:7]([C:8]([O:9][CH2:33][CH2:32][N:31]([CH2:30][CH2:29][O:28][C:26]([c:25]1[cH:24][c:23]([Br:48])[c:22]([NH2:21])[c:37]([CH2:38][N:39]([CH2:40][CH3:41])[CH:42]2[CH2:43][CH2:44][CH2:45][CH2:46][CH2:47]2)[cH:36]1)=[O:27])[CH3:35])=[O:10])[c:11]1[cH:12][cH:13][c:14]([CH2:17][CH:18]([CH3:19])[CH3:20])[cH:15][cH:16]1. Starting materials: CC1(C(NC2=CC(=C(C=C12)NC(C)=O)[N+](=O)[O-])=O)C (N-(3,3-dimethyl-6-nitro-2-oxo-2,3-dihydro-1H-indol-5-yl)-acetamide), crude material, BrCC1=CC=C(C=C1)F (1-bromomethyl-4-fluoro-benzene), C(=O)([O-])[O-].[K+].[K+] (K2CO3). Solvent: Cl (hydrochloric acid). Yields the product NC=1C=C2C(C(N(C2=CC1[N+](=O)[O-])CC1=CC=C(C=C1)F)=O)(C)C (5-amino-1-(4-fluoro-benzyl)-3,3-dimethyl-6-nitro-1,3-dihydro-indol-2-one). Yield: 85.9%. As a reaction SMILES: [CH3:1][C:2]1([CH3:19])[C:10]2[C:5](=[CH:6][C:7]([N+:15]([O-:17])=[O:16])=[C:8]([NH:11]C(=O)C)[CH:9]=2)[NH:4][C:3]1=[O:18].Br[CH2:21][C:22]1[CH:27]=[CH:26][C:25]([F:28])=[CH:24][CH:23]=1.C([O-])([O-])=O.[K+].[K+]>Cl>[NH2:11][C:8]1[CH:9]=[C:10]2[C:5](=[CH:6][C:7]=1[N+:15]([O-:17])=[O:16])[N:4]([CH2:21][C:22]1[CH:27]=[CH:26][C:25]([F:28])=[CH:24][CH:23]=1)[C:3](=[O:18])[C:2]2([CH3:1])[CH3:19] |f:2.3.4|. Reported procedure: Analogously to general procedure (I) N-(3,3-dimethyl-6-nitro-2-oxo-2,3-dihydro-1H-indol-5-yl)-acetamide (1.2 g) is alkylated using 1-bromomethyl-4-fluoro-benzene (0.88 g; 4.66 mmol) and K2CO3 (1.8 g; 13 mmol) at RT for 18 h. After aqueous work-up the crude material is de-acetylated using hydrochloric acid (60 ml; 6 N) at reflux. After aqueous work-up 5-amino-1-(4-fluoro-benzyl)-3,3-dimethyl-6-nitro-1,3-dihydro-indol-2-one (1.29 g) is obtained and used without further purification. The reactants are ClCCCl (1,2-dichloroethane), C(=O)C=O (glyoxal), O (water), NCCNCCNCCN (triethylenetetramine), O.NN (hydrazine hydrate), [OH-].[K+] (potassium hydroxide). Solvent: CN(C=O)C (dimethylformamide), CO (methanol). Reaction conditions: time 20 hour. The product is N1CCNCCNCCNCC1 (1,4,7,10-Tetraazacyclododecane). Reaction SMILES: [NH2:1][CH2:2][CH2:3][NH:4][CH2:5][CH2:6][NH:7][CH2:8][CH2:9][NH2:10].[CH:11]([CH:13]=O)=O.O.ClCCCl.O.NN.[OH-].[K+]>CO.CN(C)C=O>[NH:4]1[CH2:5][CH2:6][NH:7][CH2:8][CH2:9][NH:10][CH2:13][CH2:11][NH:1][CH2:2][CH2:3]1 |f:4.5,6.7|. Procedure: 50 g of triethylenetetramine (0.342 mol) is dissolved in 1 ml of methanol and mixed at room temperature with 39 ml of 40% glyoxal in water (0.342 mol). After 20 hours of stirring, the solvent is distilled off in a vacuum, and an orange-colored oil is obtained, which then is taken up in 400 ml of dimethylformamide and mixed with 81.2 ml (101.5 g=1.026 mol) of 1,2-dichloroethane. After 8 hours of stirring at 40° C., it is concentrated by evaporation in a vacuum, the residue is taken up in 400 ml o... Reactants: C(C)(C)(C)OC(N[C@@H]1C[C@H](C1)N1C(=NC=2C1=NC=CC2)OC)=O (tert-butyl(trans-3-(2-methoxy-3H-imidazo[4,5-b]pyridin-3-yl)cyclobutyl)carbamate), C(C)(C)(C)OC(N[C@@H]1C[C@H](C1)N1C(=NC=2C1=NC=CC2)OC)=O (tert-butyl(trans-3-(2-methoxy-3H-imidazo[4,5-b]pyridin-3-yl)cyclobutyl)carbamate), ClC=1SC2=C(N1)C=CC(=C2)F (2-chloro-6-fluorobenzo[d]thiazole), C(C)(C)N(CC)C(C)C (diisopropylethylamine). The solvent is CS(=O)C (dimethylsulfoxide). Run at temperature 90 celsius. Yields the product FC1=CC2=C(N=C(S2)N[C@@H]2C[C@H](C2)N2C(NC=3C2=NC=CC3)=O)C=C1 (3-(trans-3-((6-fluorobenzo[d]thiazol-2-yl)amino)cyclobutyl)-1H-imidazo[4,5-b]pyridin-2(3H)-one). The yield is 15.9%. RXN SMILES: C(O[C:6](=O)[NH:7][C@H:8]1[CH2:11][C@H:10]([N:12]2[C:16]3=[N:17][CH:18]=[CH:19][CH:20]=[C:15]3[N:14]=[C:13]2[O:21]C)[CH2:9]1)(C)(C)C.ClC1[S:26][C:27]2[CH:33]=[C:32]([F:34])[CH:31]=[CH:30][C:28]=2[N:29]=1.C(N(C(C)C)CC)(C)C>CS(C)=O>[F:34][C:32]1[CH:31]=[CH:30][C:28]2[N:29]=[C:6]([NH:7][C@H:8]3[CH2:9][C@H:10]([N:12]4[C:16]5=[N:17][CH:18]=[CH:19][CH:20]=[C:15]5[NH:14][C:13]4=[O:21])[CH2:11]3)[S:26][C:27]=2[CH:33]=1. Procedure: To a glass microwave reaction vessel was added 3-(trans-3-aminocyclobutyl)-1H-imidazo[4,5-b]pyridin-2(3H)-one (intermediate 43, 0.1288 g, 0.465 mmol), 2-chloro-6-fluorobenzo[d]thiazole (0.087 g, 0.465 mmol), and diisopropylethylamine (0.283 ml, 1.627 mmol) in dry dimethylsulfoxide (1.549 ml). The vial was sealed and heated at 90° C. for 14 hours. It was allowed to cool to room temperature and the crude product purified by reverse-phase preparative HPLC (Phenomenex Gemini column, 10 micron, C18, ... RXN SMILES: [Cl:20][CH:21]([CH3:22])[c:23]1[n:24][cH:25][c:26]([F:29])[cH:27][cH:28]1.[NH2:1][c:2]1[s:3][c:4]2[c:5]([n:6][c:7]([SH:18])[n:8][c:9]2[NH:10][CH:11]([CH2:12][OH:13])[CH2:14][CH:15]([CH3:16])[CH3:17])[n:19]1>>[NH2:1][c:2]1[s:3][c:4]2[c:5]([n:6][c:7]([S:18][CH:21]([CH3:22])[c:23]3[n:24][cH:25][c:26]([F:29])[cH:27][cH:28]3)[n:8][c:9]2[NH:10][CH:11]([CH2:12][OH:13])[CH2:14][CH:15]([CH3:16])[CH3:17])[n:19]1. The product is CC(C)CC(CO)Nc1nc(SC(C)c2ccc(F)cn2)nc2nc(N)sc12. Reactants: CC(Cl)c1ccc(F)cn1, CC(C)CC(CO)Nc1nc(S)nc2nc(N)sc12. Starting materials: CC(CC=O)C (3-methylbutyraldehyde), O=C(CC(=O)OC)CC (methyl 3-oxopentanoate), CC1(OC(CC(O1)=O)=O)C (2,2-dimethyl-1,3-dioxane-4,6-dione), C(C)(=O)[O-].[NH4+] (ammonium acetate). Solvent: C(C)(=O)O (acetic acid). Run at time 14 hour. Product: C(C)C=1NC(CC(C1C(=O)OC)CC(C)C)=O (Methyl 2-ethyl-4-isobutyl-6-oxo-1,4,5,6-tetrahydropyridine-3-carboxylate). As a reaction SMILES: O=[C:2]([CH2:8][CH3:9])[CH2:3][C:4]([O:6][CH3:7])=[O:5].CC1(C)O[C:15](=[O:17])[CH2:14][C:13](=O)O1.C([O-])(=O)C.[NH4+:24].[CH3:25][CH:26]([CH3:30])[CH2:27]C=O>C(O)(=O)C>[CH2:8]([C:2]1[NH:24][C:15](=[O:17])[CH2:14][CH:13]([CH2:25][CH:26]([CH3:30])[CH3:27])[C:3]=1[C:4]([O:6][CH3:7])=[O:5])[CH3:9] |f:2.3|. Procedure details: 500 mg (5.81 mmol) of methyl 3-oxopentanoate, 755 mg (5.81 mmol) of 2,2-dimethyl-1,3-dioxane-4,6-dione and 492 mg (6.39 mmol) of ammonium acetate were initially charged in 5 ml of acetic acid, and 0.623 ml (5.81 mmol) of 3-methylbutyraldehyde was added. The mixture was then stirred for 14 h each at room temperature and at 130° C. After removal of the volatile components on a rotary evaporator, the residue was purified by preparative HPLC (mobile phase: acetonitrile/water with 0.1% formic acid, g...